This data is from the Open Reaction Database (ORD), a public repository of structured organic reaction records. The task is: describe an organic reaction: reactants, conditions, products, and yield Starting materials: COC1=CC2=C(NC(=N2)C2=CC=CC=3C(C4=CC=CC=C4C23)=NO)C=C1 (4-(5-methoxy-1H-benzimidazol-2-yl)-9H-fluoren-9-one oxime), C(C)(=O)O (acetic acid), C(C)O (ethanol). Reagents/catalysts: [Zn] (zinc). The solvent is O (water). Product: C(C)(C)OC(C)C (diisopropyl ether), COC1=CC2=C(NC(=N2)C2=CC=CC=3C(C4=CC=CC=C4C23)N)C=C1 (4-(5-methoxy-1H-benzimidazol-2-yl) -9H-fluorene-9(R,S)-amine). Reaction SMILES: [CH3:1][O:2][C:3]1[CH:26]=[CH:25][C:6]2[NH:7][C:8]([C:10]3[C:22]4[C:21]5[C:16](=[CH:17][CH:18]=[CH:19][CH:20]=5)[C:15](=[N:23]O)[C:14]=4[CH:13]=[CH:12][CH:11]=3)=[N:9][C:5]=2[CH:4]=1.[C:27]([OH:30])(=O)[CH3:28].[CH2:31](O)C>O.[Zn]>[CH:3]([O:30][CH:27]([CH3:28])[CH3:31])([CH3:26])[CH3:4].[CH3:1][O:2][C:3]1[CH:26]=[CH:25][C:6]2[NH:7][C:8]([C:10]3[C:22]4[C:21]5[C:16](=[CH:17][CH:18]=[CH:19][CH:20]=5)[CH:15]([NH2:23])[C:14]=4[CH:13]=[CH:12][CH:11]=3)=[N:9][C:5]=2[CH:4]=1. Procedure: The procedure used in Example 216 is followed. In a 100 ml round-bottomed flask under an argon atmosphere, dissolve 890 mg of 4-(5-methoxy-1H-benzimidazol-2-yl)-9H-fluoren-9-one oxime (Z,E), obtained in the previous stage, in a mixture of 5.9 ml of ethanol and 5.9 ml of water and 5.9 ml of acetic acid, at ambient temperature, add 682 mg of zinc in three stages, and, between each addition, stir for approximately one hour to two hours. Add Celite and filter. The filtrate is concentrated under pres... The reactants are CC(C)N, C1COCCO1, COc1cc([N+](=O)[O-])ccc1OCCOS(=O)(=O)c1ccc(C)cc1. Product: COc1cc([N+](=O)[O-])ccc1OCCNC(C)C. As a reaction SMILES: [CH3:26][CH:27]([CH3:28])[NH2:29].[O:30]1[CH2:31][CH2:32][O:33][CH2:34][CH2:35]1.[c:1]1([CH3:2])[cH:3][cH:4][c:5]([S:6]([O:7][CH2:11][CH2:12][O:13][c:14]2[c:15]([O:23][CH3:24])[cH:16][c:17]([N+:20](=[O:21])[O-:22])[cH:18][cH:19]2)(=[O:8])=[O:9])[cH:10][cH:25]1>>[CH2:11]([CH2:12][O:13][c:14]1[c:15]([O:23][CH3:24])[cH:16][c:17]([N+:20](=[O:21])[O-:22])[cH:18][cH:19]1)[NH:29][CH:27]([CH3:26])[CH3:28]. Starting materials: C1CCOC1, Cc1csc(Nc2cc(Oc3cccc4ccccc34)c(CO)cn2)n1, [Na+], [OH-]. Product: Cc1csc(Nc2cc(Oc3cccc4ccccc34)c(C=O)cn2)n1. As a reaction SMILES: [CH2:27]1[O:28][CH2:29][CH2:30][CH2:31]1.[CH3:1][c:2]1[n:3][c:4]([NH:7][c:8]2[cH:9][c:10]([O:16][c:17]3[cH:18][cH:19][cH:20][c:21]4[cH:22][cH:23][cH:24][cH:25][c:26]34)[c:11]([CH2:14][OH:15])[cH:12][n:13]2)[s:5][cH:6]1.[Na+:33].[OH-:32]>>[CH3:1][c:2]1[n:3][c:4]([NH:7][c:8]2[cH:9][c:10]([O:16][c:17]3[cH:18][cH:19][cH:20][c:21]4[cH:22][cH:23][cH:24][cH:25][c:26]34)[c:11]([CH:14]=[O:15])[cH:12][n:13]2)[s:5][cH:6]1. Reactants: C=O, ClCCl, CO, O=c1[nH]c(=O)n(-c2ccc(Cl)c(Cl)c2)o1, O. Product: O=c1on(-c2ccc(Cl)c(Cl)c2)c(=O)n1CO. RXN SMILES: [CH2:16]=[O:17].[CH2:21]([Cl:22])[Cl:23].[CH3:19][OH:20].[Cl:1][c:2]1[cH:3][c:4](-[n:9]2[o:10][c:11](=[O:15])[nH:12][c:13]2=[O:14])[cH:5][cH:6][c:7]1[Cl:8].[OH2:18]>>[Cl:1][c:2]1[cH:3][c:4](-[n:9]2[o:10][c:11](=[O:15])[n:12]([CH2:16][OH:17])[c:13]2=[O:14])[cH:5][cH:6][c:7]1[Cl:8].